From a dataset of the Open Reaction Database (ORD), a public repository of structured organic reaction records. describe an organic reaction: reactants, conditions, products, and yield Starting materials: ice water, C(=O)([O-])[O-].[Na+].[Na+] (Na2CO3), ClC1=C(C=CC=C1)C=1OC2=C(C(=CC(=C2C(C1)=O)OC)OC)[C@H]1[C@@H](CN(CC1)C)O ((±)-trans-2-(2-Chloro-phenyl)-8-(3-hydroxy-1-methyl-piperidin-4-yl)-5,7-dimethoxy-chromen-4-one), C(C)(=O)OC(C)=O (acetic anhydride), CN(C)C1=NC=CC=C1 (dimethylaminopyridine). The solvent is C(Cl)(Cl)Cl (CHCl3). Yields the product ClC1=C(C=CC=C1)C=1OC2=C(C(=CC(=C2C(C1)=O)OC)OC)[C@H]1[C@@H](CN(CC1)C)OC(C)=O ((±)-trans-Acetic acid 4-[2-(2-chloro-phenyl)-5,7-dimethoxy-4-oxo-4H-chromen-8-yl]-1-methyl-piperidin-3-yl ester). As a reaction SMILES: [Cl:1][C:2]1[CH:7]=[CH:6][CH:5]=[CH:4][C:3]=1[C:8]1[O:9][C:10]2[C:15]([C:16](=[O:18])[CH:17]=1)=[C:14]([O:19][CH3:20])[CH:13]=[C:12]([O:21][CH3:22])[C:11]=2[C@@H:23]1[CH2:28][CH2:27][N:26]([CH3:29])[CH2:25][C@H:24]1[OH:30].[C:31](OC(=O)C)(=[O:33])[CH3:32].CN(C1C=CC=CN=1)C.C([O-])([O-])=O.[Na+].[Na+]>C(Cl)(Cl)Cl>[Cl:1][C:2]1[CH:7]=[CH:6][CH:5]=[CH:4][C:3]=1[C:8]1[O:9][C:10]2[C:15]([C:16](=[O:18])[CH:17]=1)=[C:14]([O:19][CH3:20])[CH:13]=[C:12]([O:21][CH3:22])[C:11]=2[C@@H:23]1[CH2:28][CH2:27][N:26]([CH3:29])[CH2:25][C@H:24]1[O:30][C:31](=[O:33])[CH3:32] |f:3.4.5|. Reported procedure: To a solution of compound of example 106 (3.35 g, 7.79 mmol) in dry CHCl3 (25 mL) was added acetic anhydride (1.76 g, 17.43 mmol) at 25° C. with stirring, followed by the addition of dimethylaminopyridine (0.033 g, 1% w/w). The mixture was stirred for 0.5 h. It was poured into ice water (50 mL), basified using a saturated aqueous Na2CO3 solution and extracted using CHCl3 (3×100 mL). The organic extract was washed with water, dried (anhydrous Na2SO4) and concentrated. The oil obtained was purifie... The reactants are O[C@H]1C[C@@H]2CC[C@H]3[C@@H]4CC[C@@H]([C@@]4(C)CC[C@@H]3[C@]2(CC1)C)OC (3α-hydroxy-17β-methoxy-5α-androstane), ClN1C(CCC1=O)=O (N-chlorosuccinimide). The product is Cl[C@@H]1C[C@@H]2CC[C@H]3[C@@H]4CC[C@@H]([C@@]4(C)CC[C@@H]3[C@]2(CC1)C)OC (3β-Chloro-17β-methoxy-5α-androstane). RXN SMILES: O[C@@H:2]1[CH2:19][CH2:18][C@@:17]2([CH3:20])[C@@H:4]([CH2:5][CH2:6][C@@H:7]3[C@@H:16]2[CH2:15][CH2:14][C@@:12]2([CH3:13])[C@H:8]3[CH2:9][CH2:10][C@@H:11]2[O:21][CH3:22])[CH2:3]1.[Cl:23]N1C(=O)CCC1=O>>[Cl:23][C@H:2]1[CH2:19][CH2:18][C@@:17]2([CH3:20])[C@@H:4]([CH2:5][CH2:6][C@@H:7]3[C@@H:16]2[CH2:15][CH2:14][C@@:12]2([CH3:13])[C@H:8]3[CH2:9][CH2:10][C@@H:11]2[O:21][CH3:22])[CH2:3]1. Reported procedure: Following the general procedure of Example 28 and making non-critical variations 3α-hydroxy-17β-methoxy-5α-androstane (Example 27, 0.47 g.) is reacted with N-chlorosuccinimide for 2 hours. The mixture is extracted with SSB, concentrated, and chromatographed on silica gel eluting with ethyl acetate-hexane (5:95) to obtain the title compound, upon recrystallization from methanol, NMR (CDCl3) 0.74, 0.84, 3.16, 3.33 and 3.75 δ; MS (m/e) 324, 309, 292, 277 and 251.